This data is from the Open Reaction Database (ORD), a public repository of structured organic reaction records. The task is: describe an organic reaction: reactants, conditions, products, and yield Reactants: O1C(=CC=C1)C(=O)NN (2-furancarboxylic acid hydrazide), C(C1=CC=CC=C1)N=C=S (benzyl isothiocyanate), C(C1=CC=CC=C1)Br (benzyl bromide). Yields the product C(C1=CC=CC=C1)N1C(=NN=C1C=1OC=CC1)SCC1=CC=CC=C1 (4-benzyl-3-(benzylthio)-5-(2-furyl)-4H-1,2,4-triazole). RXN SMILES: [O:1]1[CH:5]=[CH:4][CH:3]=[C:2]1[C:6]([NH:8][NH2:9])=O.[CH2:10]([N:17]=[C:18]=[S:19])[C:11]1[CH:16]=[CH:15][CH:14]=[CH:13][CH:12]=1.[CH2:20](Br)[C:21]1[CH:26]=[CH:25][CH:24]=[CH:23][CH:22]=1>>[CH2:10]([N:17]1[C:6]([C:2]2[O:1][CH:5]=[CH:4][CH:3]=2)=[N:8][N:9]=[C:18]1[S:19][CH2:20][C:21]1[CH:26]=[CH:25][CH:24]=[CH:23][CH:22]=1)[C:11]1[CH:16]=[CH:15][CH:14]=[CH:13][CH:12]=1. Reported procedure: This compound was synthesized using the same methodology as described in Example 1 above, using 2-furancarboxylic acid hydrazide, benzyl isothiocyanate and benzyl bromide as the starting materials. (M+H)+−348.